This data is from the Open Reaction Database (ORD), a public repository of structured organic reaction records. The task is: describe an organic reaction: reactants, conditions, products, and yield Starting materials: ClCCl, NCC1CCCC1, Cl, O=C=NC1CCN(CC23CC(c4ccccc42)c2ccccc23)CC1. Yields the product O=C(NCC1CCCC1)NC1CCN(CC23CC(c4ccccc42)c2ccccc23)CC1. Reaction SMILES: [CH2:34]([Cl:35])[Cl:36].[CH:1]1([CH2:6][NH2:7])[CH2:2][CH2:3][CH2:4][CH2:5]1.[ClH:8].[cH:9]1[cH:10][cH:11][cH:12][c:13]2[c:22]1[C:21]1([CH2:24][N:25]3[CH2:26][CH2:27][CH:28]([N:31]=[C:32]=[O:33])[CH2:29][CH2:30]3)[c:20]3[c:15]([cH:16][cH:17][cH:18][cH:19]3)[CH:14]2[CH2:23]1>>[CH:1]1([CH2:6][NH:7][C:32]([NH:31][CH:28]2[CH2:27][CH2:26][N:25]([CH2:24][C:21]34[c:20]5[c:15]([cH:16][cH:17][cH:18][cH:19]5)[CH:14]([c:13]5[cH:12][cH:11][cH:10][cH:9][c:22]53)[CH2:23]4)[CH2:30][CH2:29]2)=[O:33])[CH2:2][CH2:3][CH2:4][CH2:5]1. Reactants: C(C)(C)(C)OC(NC1=C(C=C(C(=C1)N1CCOCC1)C(F)(F)F)NC(CC(=O)C1=CC(=CC=C1)N1N=NC=C1CN(C)C)=O)=O ((2-{3-[3-(5-dimethylaminomethyl-[1,2,3]triazol-1-yl)-phenyl]-3-oxo-propionylamino}-5-morpholin-4-yl-4-trifluoromethyl-phenyl)-carbamic acid tert.-butyl ester), C(=O)(C(F)(F)F)O (TFA). Run in C(Cl)Cl (CH2Cl2). Yields the product CN(C)CC1=CN=NN1C=1C=C(C=CC1)C1=NC2=C(NC(C1)=O)C=C(C(=C2)N2CCOCC2)C(F)(F)F (4-[3-(5-Dimethylaminomethyl-[1,2,3]triazol-1-yl)-phenyl]-7-morpholin-4-yl-8-trifluoromethyl-1,3-dihydro-benzo[b][1,4]diazepin-2-one), solid. RXN SMILES: C(OC(=O)[NH:7][C:8]1[CH:13]=[C:12]([N:14]2[CH2:19][CH2:18][O:17][CH2:16][CH2:15]2)[C:11]([C:20]([F:23])([F:22])[F:21])=[CH:10][C:9]=1[NH:24][C:25](=[O:44])[CH2:26][C:27]([C:29]1[CH:34]=[CH:33][CH:32]=[C:31]([N:35]2[C:39]([CH2:40][N:41]([CH3:43])[CH3:42])=[CH:38][N:37]=[N:36]2)[CH:30]=1)=O)(C)(C)C.C(O)(C(F)(F)F)=O>C(Cl)Cl>[CH3:43][N:41]([CH2:40][C:39]1[N:35]([C:31]2[CH:30]=[C:29]([C:27]3[CH2:26][C:25](=[O:44])[NH:24][C:9]4[CH:10]=[C:11]([C:20]([F:21])([F:22])[F:23])[C:12]([N:14]5[CH2:19][CH2:18][O:17][CH2:16][CH2:15]5)=[CH:13][C:8]=4[N:7]=3)[CH:34]=[CH:33][CH:32]=2)[N:36]=[N:37][CH:38]=1)[CH3:42]. Reported procedure: The title compound was prepared from (2-{3-[3-(5-dimethylaminomethyl-[1,2,3]triazol-1-yl)-phenyl]-3-oxo-propionylamino}-5-morpholin-4-yl-4-trifluoromethyl-phenyl)-carbamic acid tert.-butyl ester (Example M24) (138 mg, 0.218 mmol) by treatment with TFA in CH2Cl2 according to the general procedure N. Obtained as a beige solid (37 mg). Starting materials: CCO, Cl, [Li+], [OH-], COC(=O)CCCOc1ccc2c(c1OC)N=C(C=C(O)c1cccnc1)N1CCN=C21. Product: COc1c(OCCCC(=O)O)ccc2c1N=C(C=C(O)c1cccnc1)N1CCN=C21. As a reaction SMILES: [CH3:36][CH2:37][OH:38].[ClH:33].[Li+:35].[OH-:34].[OH:1][C:2](=[CH:3][C:4]1=[N:5][c:6]2[c:7]([O:25][CH3:26])[c:8]([O:17][CH2:18][CH2:19][CH2:20][C:21](=[O:22])[O:23][CH3:24])[cH:9][cH:10][c:11]2[C:12]2=[N:16][CH2:15][CH2:14][N:13]12)[c:27]1[cH:28][n:29][cH:30][cH:31][cH:32]1>>[OH:1][C:2](=[CH:3][C:4]1=[N:5][c:6]2[c:7]([O:25][CH3:26])[c:8]([O:17][CH2:18][CH2:19][CH2:20][C:21](=[O:22])[OH:23])[cH:9][cH:10][c:11]2[C:12]2=[N:16][CH2:15][CH2:14][N:13]12)[c:27]1[cH:28][n:29][cH:30][cH:31][cH:32]1. Starting materials: CSC, CO, O=C1COc2cc(Cl)c(C=Cc3ccccc3)nc2N1, CN(C)C=O. The product is O=Cc1nc2c(cc1Cl)OCC(=O)N2. RXN SMILES: [CH3:21][S:22][CH3:23].[CH3:29][OH:30].[Cl:1][c:2]1[cH:3][c:4]2[c:9]([n:10][c:11]1[CH:12]=[CH:13][c:14]1[cH:15][cH:16][cH:17][cH:18][cH:19]1)[NH:8][C:7](=[O:20])[CH2:6][O:5]2.[O:24]=[CH:25][N:26]([CH3:27])[CH3:28]>>[Cl:1][c:2]1[cH:3][c:4]2[c:9]([n:10][c:11]1[CH:12]=[O:24])[NH:8][C:7](=[O:20])[CH2:6][O:5]2. Starting materials: OC1=C(SC(=C1)C)C(=O)OC (methyl 3-hydroxy-5-methylthiophene-2-carboxylate), N1=CC=CC=C1 (pyridine), O(S(=O)(=O)C(F)(F)F)S(=O)(=O)C(F)(F)F (Tf2O). Solvent: ClCCl (dichloromethane). Conditions: temperature 0 celsius. Product: CC1=CC(=C(S1)C(=O)OC)OS(=O)(=O)C(F)(F)F (methyl 5-methyl-3-(((trifluoromethyl)sulfonyl)oxy)thiophene-2-carboxylate). As a reaction SMILES: [OH:1][C:2]1[CH:6]=[C:5]([CH3:7])[S:4][C:3]=1[C:8]([O:10][CH3:11])=[O:9].N1C=CC=CC=1.[O:18](S(C(F)(F)F)(=O)=O)[S:19]([C:22]([F:25])([F:24])[F:23])(=O)=[O:20]>ClCCl>[CH3:7][C:5]1[S:4][C:3]([C:8]([O:10][CH3:11])=[O:9])=[C:2]([O:1][S:19]([C:22]([F:25])([F:24])[F:23])(=[O:20])=[O:18])[CH:6]=1. Procedure: Into a 100-mL round-bottom flask, was placed methyl 3-hydroxy-5-methylthiophene-2-carboxylate (1.04 g, 5.74 mmol), dichloromethane (7 mL), pyridine (1.44 mL, 17.81 mmol). This was followed by the addition of Tf2O (1.45 mL, 8.61 mmol) dropwise with stirring at 0° C. The resulting solution was stirred for 2.0 h at 0° C. in a water/ice bath. The reaction progress was monitored by GCMS. The reaction was then quenched by the addition of 10 mL of water. The resulting solution was extracted with 3×15 m... Reactants: ClC1=C(OCC(C(CF)(C)C)=O)C=CC(=C1)Cl (1-(2,4-dichloro-phenoxy)-3,3-dimethyl-4-fluoro-2-butanone), BrBr (bromine). The solvent is C(Cl)(Cl)Cl (chloroform). Reaction conditions: time 30 minute. The product is BrC(C(C(CF)(C)C)=O)OC1=C(C=C(C=C1)Cl)Cl (1-bromo-1-(2,4-dichlorophenoxy)-3,3-dimethyl-4-fluoro-2-butanone). Yield: 100.0%. As a reaction SMILES: [Cl:1][C:2]1[CH:16]=[C:15]([Cl:17])[CH:14]=[CH:13][C:3]=1[O:4][CH2:5][C:6](=[O:12])[C:7]([CH3:11])([CH3:10])[CH2:8][F:9].[Br:18]Br>C(Cl)(Cl)Cl>[Br:18][CH:5]([O:4][C:3]1[CH:13]=[CH:14][C:15]([Cl:17])=[CH:16][C:2]=1[Cl:1])[C:6](=[O:12])[C:7]([CH3:11])([CH3:10])[CH2:8][F:9]. Procedure: 244.6 g (0.88 mol) of crude 1-(2,4-dichloro-phenoxy)-3,3-dimethyl-4-fluoro-2-butanone were dissolved in 700 ml of chloroform, and 46 ml of bromine were added dropwise at 30° C. at a rate such that decolorization continuously occurred. When the addition had ended, the mixture was subsequently stirred for 30 minutes and then concentrated by distilling off the chloroform in vacuo. 315 g (100% of theory) of 1-bromo-1-(2,4-dichlorophenoxy)-3,3-dimethyl-4-fluoro-2-butanone were obtained as a viscous o... Starting materials: C(#N)C1=CC=C(C=C1)CC=O (4-cyanophenylacetaldehyde), C(N)(OCC1=CC=CC=C1)=O (benzyl carbamate), C1(=CC=CC=C1)OP(OC1=CC=CC=C1)OC1=CC=CC=C1 (triphenylphosphite), 9Benzyl carbamate, C(#N)C1=CC=C(C=C1)CC=O (4-cyanophenylacetaldehyde), C(C)(=O)O (acetic acid), P(OC1=CC=CC=C1)(OC1=CC=CC=C1)OC1=CC=CC=C1 (triphenyl phosphite). Solvent: C1(=CC=CC=C1)C (toluene). Conditions: temperature 80 celsius, time 8 hour. Product: C(C1=CC=CC=C1)OC(=O)NC(CC1=CC=C(C=C1)C#N)P(OC1=CC=CC=C1)(=O)OC1=CC=CC=C1 (Diphenyl 1-(N-Benzyloxycarbonylamino)-2-(4-cyanophenyl)ethanephosphonate). Isolated yield 25.0%. Reaction SMILES: [C:1]([C:3]1[CH:8]=[CH:7][C:6]([CH2:9][CH:10]=O)=[CH:5][CH:4]=1)#[N:2].[C:12](=[O:22])([O:14][CH2:15][C:16]1[CH:21]=[CH:20][CH:19]=[CH:18][CH:17]=1)[NH2:13].[C:23]1([O:29][P:30]([O:38]C2C=CC=CC=2)[O:31][C:32]2[CH:37]=[CH:36][CH:35]=[CH:34][CH:33]=2)[CH:28]=[CH:27][CH:26]=[CH:25][CH:24]=1.C(O)(=O)C>C1(C)C=CC=CC=1>[CH2:15]([O:14][C:12]([NH:13][CH:10]([P:30]([O:31][C:32]1[CH:37]=[CH:36][CH:35]=[CH:34][CH:33]=1)(=[O:38])[O:29][C:23]1[CH:24]=[CH:25][CH:26]=[CH:27][CH:28]=1)[CH2:9][C:6]1[CH:5]=[CH:4][C:3]([C:1]#[N:2])=[CH:8][CH:7]=1)=[O:22])[C:16]1[CH:17]=[CH:18][CH:19]=[CH:20][CH:21]=1. Procedure: This compound was synthesized from crude 4-cyanophenylacetaldehyde, benzyl carbamate, and triphenylphosphite using a modification of the previously described amidoalkylation procedure.9Benzyl carbamate (6.1 g, 40 mmole) and 4-cyanophenylacetaldehyde (4.7 g, 32 mmole) were dissolved in 50 mL toluene and refluxed for 1 h. The toluene was evaporated, glacial acetic acid (10 mL) and triphenyl phosphite (8.5 mL, 32 mmole) were added to the residue, and the mixture was heated at 80 ° C. for 2 h. The v... Reactants: Cl (HCl), O1CCOCC1 (1,4-dioxane), COC1=C(C(=CC=C1)OC)C(CCCC(=O)OC)NS(=O)C(C)(C)C (methyl 5-(2,6-dimethoxyphenyl)-5-(1,1-dimethylethylsulfinamido)pentanoate). Run in CO (MeOH). Run at temperature 0 celsius, time 10 minute. The product is NC(CCCC(=O)OC)C1=C(C=CC=C1OC)OC (methyl 5-amino-5-(2,6-dimethoxyphenyl)pentanoate). RXN SMILES: [CH3:1][O:2][C:3]1[CH:8]=[CH:7][CH:6]=[C:5]([O:9][CH3:10])[C:4]=1[CH:11]([NH:19]S(C(C)(C)C)=O)[CH2:12][CH2:13][CH2:14][C:15]([O:17][CH3:18])=[O:16].Cl.O1CCOCC1>CO>[NH2:19][CH:11]([C:4]1[C:5]([O:9][CH3:10])=[CH:6][CH:7]=[CH:8][C:3]=1[O:2][CH3:1])[CH2:12][CH2:13][CH2:14][C:15]([O:17][CH3:18])=[O:16]. Procedure details: A cooled (0° C.) slightly yellow solution of methyl 5-(2,6-dimethoxyphenyl)-5-(1,1-dimethylethylsulfinamido)pentanoate (5.560 g; 14.96 mmol) in MeOH (115 ml) was treated dropwise with a solution of 4 M HCl in 1,4-dioxane (7.5 ml; 30.00 mmol). The resulting yellow mixture was further stirred at 0° C., under nitrogen, for 10 min., and then at rt for 1 h. The obtained yellow solution was then concentrated to dryness under reduced pressure and the yellow oily residue was further dried under HV to gi...